This data is from the Open Reaction Database (ORD), a public repository of structured organic reaction records. The task is: describe an organic reaction: reactants, conditions, products, and yield Starting materials: O=C=O, CC(C)=O, CCCCc1cnc(C=Cc2ccccc2)cc1OC, ClC(Cl)Cl, [K+], O=[Mn](=O)(=O)[O-]. Yields the product O=C(O)c1ccccc1. Reaction SMILES: [C:21](=[O:22])=[O:23].[CH3:34][C:35](=[O:36])[CH3:37].[CH:1]([c:2]1[cH:9][c:10]([O:11][CH3:12])[c:13]([CH2:14][CH2:15][CH2:16][CH3:17])[cH:18][n:19]1)=[CH:20][c:3]1[cH:4][cH:5][cH:6][cH:7][cH:8]1.[CH:24]([Cl:25])([Cl:26])[Cl:27].[K+:33].[Mn:28]([O-:29])(=[O:30])(=[O:31])=[O:32]>>[c:3]1([C:21]([OH:22])=[O:23])[cH:4][cH:5][cH:6][cH:7][cH:8]1.